This data is from the Open Reaction Database (ORD), a public repository of structured organic reaction records. The task is: describe an organic reaction: reactants, conditions, products, and yield Starting materials: Cl.C(C1=CC=CC=C1)N1CCC(CC1)N(C(C1=CC=C(C=C1)F)=O)C1=CC=C(C=C1)F (N-(1-Benzyl-4-piperidyl)-N-(4-fluorophenyl)-4-fluorobenzamide hydrochloride). Reagents/catalysts: [OH-].[Pd+2].[OH-] (palladium hydroxide). Run in C(C)O (ethanol). Yields the product Cl.FC1=CC=C(C=C1)N(C(C1=CC=C(C=C1)F)=O)C1CCNCC1 (N-(4-fluorophenyl)-N-(4-piperidyl)-4-fluorobenzamide hydrochloride). Isolated yield 90.2%. Reaction SMILES: [ClH:1].C([N:9]1[CH2:14][CH2:13][CH:12]([N:15]([C:25]2[CH:30]=[CH:29][C:28]([F:31])=[CH:27][CH:26]=2)[C:16](=[O:24])[C:17]2[CH:22]=[CH:21][C:20]([F:23])=[CH:19][CH:18]=2)[CH2:11][CH2:10]1)C1C=CC=CC=1>[OH-].[Pd+2].[OH-].C(O)C>[ClH:1].[F:31][C:28]1[CH:29]=[CH:30][C:25]([N:15]([CH:12]2[CH2:11][CH2:10][NH:9][CH2:14][CH2:13]2)[C:16](=[O:24])[C:17]2[CH:18]=[CH:19][C:20]([F:23])=[CH:21][CH:22]=2)=[CH:26][CH:27]=1 |f:0.1,2.3.4,6.7|. Reported procedure: N-(1-Benzyl-4-piperidyl)-N-(4-fluorophenyl)-4-fluorobenzamide hydrochloride (3.2 g) in 95% strength ethanol (50 cc) is hydrogenated at 60° C. at atmospheric pressure in the presence of palladium hydroxide (0.5 g). After filtration through kieselguhr and concentration to dryness under reduced pressure (5.2 kPa), N-(4-fluorophenyl)-N-(4-piperidyl)-4-fluorobenzamide hydrochloride (2.3 g) is obtained in the form of a white powder, m.p. 170° C. The reactants are C(C)(C)(C)OC(NC(C(C)C)C(NCC1=CC=CC=C1)=N)=O ([1-(N-Benzyl-carbamimidoyl)-2-methyl-propyl]-carbamic acid tert-butyl ester), C(C)OC=C(C(=O)OCC)C(=O)OCC (diethyl ethoxymethylenemalonate). Solvent: CO (methanol). Run at temperature 100 celsius. Product: C(C)OC(=O)C1=CN=C(N(C1=O)CC1=CC=CC=C1)C(C(C)C)NC(=O)OC(C)(C)C (1-Benzyl-2-(1-tert-butoxycarbonylamino-2-methyl-propyl)-6-oxo-1,6-dihydro-pyrimidine-5-carboxylic acid ethyl ester). RXN SMILES: [C:1]([O:5][C:6](=[O:22])[NH:7][CH:8]([C:12](=[NH:21])[NH:13][CH2:14][C:15]1[CH:20]=[CH:19][CH:18]=[CH:17][CH:16]=1)[CH:9]([CH3:11])[CH3:10])([CH3:4])([CH3:3])[CH3:2].C([O:25][CH:26]=[C:27]([C:33](OCC)=O)[C:28]([O:30][CH2:31][CH3:32])=[O:29])C>CO>[CH2:31]([O:30][C:28]([C:27]1[C:26](=[O:25])[N:13]([CH2:14][C:15]2[CH:16]=[CH:17][CH:18]=[CH:19][CH:20]=2)[C:12]([CH:8]([NH:7][C:6]([O:5][C:1]([CH3:3])([CH3:4])[CH3:2])=[O:22])[CH:9]([CH3:11])[CH3:10])=[N:21][CH:33]=1)=[O:29])[CH3:32]. Procedure details: Following the procedure of Veale, J. Org. Chem., 58,4490 (1993), to [1-(N-Benzyl-carbamimidoyl)-2-methyl-propyl]-carbamic acid tert-butyl ester (10.86 g, 35.6 mmol) in methanol (160 mL) was added diethyl ethoxymethylenemalonate (7.7 g, 35.6 mmol). The reaction is equipped with a Dean-Stark trap. The reaction was heated at 100° C. until all solvent was removed. The residue was dissolved in methylene chloride, washed with 1 N HCl and water, dried (Na2SO4), and concentrated. The resulting pale yell... The reactants are ClC1=CC=C(CS(=O)(=O)C=2C=C(NC2)C(=O)C=2C(=NC=CC2)Cl)C=C1 ({4-[(4-chlorobenzyl)sulfonyl]-1H-pyrrol-2-yl}(2-chloropyridin-3-yl)methanone), O.NN (hydrazine monohydrate), O (Water). Solvent: C(C)O (ethanol). Reaction conditions: temperature 80 celsius, time 16 hour. Yields the product ClC1=CC=C(C=C1)CS(=O)(=O)C=1C=C(NC1)C1=NNC2=NC=CC=C21 (3-[4-(4-Chloro-phenylmethanesulfonyl)-1H-pyrrol-2-yl]-1H-pyrazolo[3,4-b]pyridine). The yield is 94.3%. RXN SMILES: [Cl:1][C:2]1[CH:25]=[CH:24][C:5]([CH2:6][S:7]([C:10]2[CH:11]=[C:12]([C:15]([C:17]3[C:18](Cl)=[N:19][CH:20]=[CH:21][CH:22]=3)=O)[NH:13][CH:14]=2)(=[O:9])=[O:8])=[CH:4][CH:3]=1.O.[NH2:27][NH2:28].O>C(O)C>[Cl:1][C:2]1[CH:25]=[CH:24][C:5]([CH2:6][S:7]([C:10]2[CH:11]=[C:12]([C:15]3[C:17]4[C:18](=[N:19][CH:20]=[CH:21][CH:22]=4)[NH:28][N:27]=3)[NH:13][CH:14]=2)(=[O:9])=[O:8])=[CH:4][CH:3]=1 |f:1.2|. Reported procedure: {4-[(4-chlorobenzyl)sulfonyl]-1H-pyrrol-2-yl}(2-chloropyridin-3-yl)methanone (280 mg, 0.711 mmol) and 359 mg of hydrazine monohydrate (7.11 mmol) were mixed in 4 mL of ethanol. The mixture was stirred at 80° C. overnight (16 hour) and then cooled down to room temperature. Water was added and filtered. Washed with additional water and methanol to collect the product, dried to afford 250 mg (95% yield) of the title compound. Starting materials: NC1=C(C=CC(=C1)[N+](=O)[O-])O (2-amino-4-nitrophenol), C([O-])([O-])=O.[K+].[K+] (potassium carbonate), C(C)(C)I (isopropyl iodide), C1(=CC=CC=C1)O (phenol), C1(=CC=CC=C1)O.NC1=CC=CC=C1 (aniline phenol). Solvent: C(C)(=O)OCC (ethyl acetate), O (water), CN(C=O)C (dimethylformamide). Run at time 8 hour. Yields the product C(C)(C)OC1=C(C=C(C=C1)[N+](=O)[O-])NC(C)C (2-isopropoxy-N-isopropyl-5-nitrobenzenamine). Isolated yield 10.0%. Reaction SMILES: [NH2:1][C:2]1[CH:7]=[C:6]([N+:8]([O-:10])=[O:9])[CH:5]=[CH:4][C:3]=1[OH:11].C(=O)([O-])[O-].[K+].[K+].[CH:18](I)([CH3:20])[CH3:19].[C:22]1(O)[CH:27]=CC=C[CH:23]=1.C1(O)C=CC=CC=1.NC1C=CC=CC=1>CN(C)C=O.C(OCC)(=O)C.O>[CH:18]([O:11][C:3]1[CH:4]=[CH:5][C:6]([N+:8]([O-:10])=[O:9])=[CH:7][C:2]=1[NH:1][CH:22]([CH3:27])[CH3:23])([CH3:20])[CH3:19] |f:1.2.3,6.7|. Reported procedure: To a solution of 2-amino-4-nitrophenol 28 (15 g, 97.32 mmol, 1 equiv) in dimethylformamide (300 mL) under nitrogen gas, was added potassium carbonate (40.35 g, 292 mmol, 3 equiv) and isopropyl iodide (9.73 mL, 16.54 g, 97.32 mmol, 1 equiv), then the reaction mixture was stirred at ambient temperature overnight. LCMS analysis of the reaction mixture indicated a mixture of starting material:phenol alkylation: aniline phenol dialkylation (20:13:67). The reaction mixture was diluted with ethyl aceta...